Dataset: the Open Reaction Database (ORD), a public repository of structured organic reaction records. Task: describe an organic reaction: reactants, conditions, products, and yield RXN SMILES: [CH3:39][CH2:40][OH:41].[ClH:42].[O:1]1[CH2:2][CH2:3][N:4]([c:7]2[n:8][c:9]([N:33]3[CH2:34][CH2:35][O:36][CH2:37][CH2:38]3)[c:10]3[n:11]([CH2:25][O:26][CH2:27][CH2:28][Si:29]([CH3:30])([CH3:31])[CH3:32])[c:12]([C:16](=[O:17])[c:18]4[cH:19][c:20]([CH3:24])[cH:21][cH:22][cH:23]4)[n:13][c:14]3[n:15]2)[CH2:5][CH2:6]1>>[O:1]1[CH2:2][CH2:3][N:4]([c:7]2[n:8][c:9]([N:33]3[CH2:34][CH2:35][O:36][CH2:37][CH2:38]3)[c:10]3[nH:11][c:12]([C:16](=[O:17])[c:18]4[cH:19][c:20]([CH3:24])[cH:21][cH:22][cH:23]4)[n:13][c:14]3[n:15]2)[CH2:5][CH2:6]1. The product is Cc1cccc(C(=O)c2nc3nc(N4CCOCC4)nc(N4CCOCC4)c3[nH]2)c1. Reactants: CCO, Cl, Cc1cccc(C(=O)c2nc3nc(N4CCOCC4)nc(N4CCOCC4)c3n2COCC[Si](C)(C)C)c1. The reactants are CSC1CC(N1)=O (4-Methylthioazetidin-2-one), BrCC(CC1=CC=C(C=C1)[N+](=O)[O-])=O (1-bromo-3-p-nitrophenylpropan-2-one). The product is CSC1CC(N1CC(CC1=CC=C(C=C1)[N+](=O)[O-])=O)=O (1-(4-Methylthio-2-oxoazetidin-1-yl)-3-(p-nitrophenyl)-propan-2-one). Reaction SMILES: [CH3:1][S:2][CH:3]1[NH:6][C:5](=[O:7])[CH2:4]1.Br[CH2:9][C:10](=[O:21])[CH2:11][C:12]1[CH:17]=[CH:16][C:15]([N+:18]([O-:20])=[O:19])=[CH:14][CH:13]=1>>[CH3:1][S:2][CH:3]1[N:6]([CH2:9][C:10](=[O:21])[CH2:11][C:12]2[CH:13]=[CH:14][C:15]([N+:18]([O-:20])=[O:19])=[CH:16][CH:17]=2)[C:5](=[O:7])[CH2:4]1. Procedure details: 4-Methylthioazetidin-2-one (470 mg., 4 mmole) and 1-bromo-3-p-nitrophenylpropan-2-one (1.05 g., 4.07 mmole) were converted into the title compound using the process described in Example 1.1. The title compound was obtained as a yellow gum (176 mg., 15% yield). νmax (CHCl3): 1765 (β-lactam C=O), 1735 (ketone C=O), 1605 (aromatic C=C), 1530 and 1355 (aromatic NO2) cm-1. δ(CDCl3): 1.98 (s, 3H, SCH3), 2.98 (dd, J 15, J' 3Hz, 1H, β-lactam CHH), 3.42 (dd, J 15, J' 6Hz, 1H, β-lactam CHH), 3.80 (d, J 18... Reactants: C(C)(C)(C)O[C@H](C(=O)O)C1=C(C2=C(N=C(S2)C2=CC(=CC=C2)C=2C=C3C=NN(C3=CC2)C)C=C1C)C1=CC=C(C=C1)Cl ((S)-2-tert-butoxy-2-(7-(4-chlorophenyl)-5-methyl-2-(3-(1-methyl-1H-indazol-5-yl)phenyl)benzo[d]thiazol-6-yl)acetic acid), C(C(C)(C)C)(=O)OC[C@H](C1=C(C2=C(N=C(S2)C2=CC(=CC=C2)C=2C=C3C=NN(C3=CC2)C)C=C1C)C1=CC2=C(OC(O2)C)C=C1)OC(C)(C)C ((2S)-2-tert-butoxy-2-(5-methyl-2-(3-(1-methyl-1H-indazol-5-yl)phenyl)-7-(2-methylbenzo[d][1,3]dioxol-5-yl)benzo[d]thiazol-6-yl)ethyl pivalate). Product: C(C)(C)(C)O[C@H](C(=O)O)C1=C(C2=C(N=C(S2)C2=CC(=CC=C2)C=2C=C3C=NN(C3=CC2)C)C=C1C)C1=CC2=C(OC(O2)C)C=C1 ((2S)-2-tert-butoxy-2-(5-methyl-2-(3-(1-methyl-1H-indazol-5-yl)phenyl)-7-(2-methylbenzo[d][1,3]dioxol-5-yl)benzo[d]thiazol-6-yl)acetic acid). RXN SMILES: [C:1]([O:5][C@@H:6]([C:10]1[C:34]([CH3:35])=[CH:33][C:13]2[N:14]=[C:15]([C:17]3[CH:22]=[CH:21][CH:20]=[C:19]([C:23]4[CH:24]=[C:25]5[C:29](=[CH:30][CH:31]=4)[N:28]([CH3:32])[N:27]=[CH:26]5)[CH:18]=3)[S:16][C:12]=2[C:11]=1[C:36]1[CH:41]=[CH:40][C:39](Cl)=[CH:38][CH:37]=1)[C:7]([OH:9])=[O:8])([CH3:4])([CH3:3])[CH3:2].[C:43]([O:49]C[C@@H](OC(C)(C)C)C1C(C)=CC2N=C(C3C=CC=C(C4C=C5C(=CC=4)N(C)N=C5)C=3)SC=2C=1C1C=CC2OC(C)OC=2C=1)(=[O:48])[C:44](C)(C)C>>[C:1]([O:5][C@@H:6]([C:10]1[C:34]([CH3:35])=[CH:33][C:13]2[N:14]=[C:15]([C:17]3[CH:22]=[CH:21][CH:20]=[C:19]([C:23]4[CH:24]=[C:25]5[C:29](=[CH:30][CH:31]=4)[N:28]([CH3:32])[N:27]=[CH:26]5)[CH:18]=3)[S:16][C:12]=2[C:11]=1[C:36]1[CH:41]=[CH:40][C:39]2[O:48][CH:43]([CH3:44])[O:49][C:38]=2[CH:37]=1)[C:7]([OH:9])=[O:8])([CH3:4])([CH3:3])[CH3:2]. Procedure: prepared in a similar manner as (S)-2-tert-butoxy-2-(7-(4-chlorophenyl)-5-methyl-2-(3-(1-methyl-1H-indazol-5-yl)phenyl)benzo[d]thiazol-6-yl)acetic acid in Method G, except using (2S)-2-tert-butoxy-2-(5-methyl-2-(3-(1-methyl-1H-indazol-5-yl)phenyl)-7-(2-methylbenzo[d][1,3]dioxol-5-yl)benzo[d]thiazol-6-yl)ethyl pivalate instead of (S)-2-tert-butoxy-2-(7-(4-chlorophenyl)-5-methyl-2-(3-(1-methyl-1H-indazol-5-yl)phenyl)benzo[d]thiazol-6-yl)ethyl pivalate. LCMS-ESI+ (m/z): [M+H]+ calcd for C36H34N3O5S... Reactants: OC(C(=O)O)C1=CC=C(C=C1)C(=O)OCC1=CC=C(C=C1)OC (α-hydroxy-4-(p-methoxybenzyloxycarbonyl)phenylacetic acid), C(O)([O-])=O.[Na+] (sodium hydrogen carbonate), ClCC(=O)Cl (chloroacetyl chloride), ice water. Solvent: C(Cl)Cl (methylene chloride), C(Cl)Cl (methylene chloride), C1=CC=CC=C1 (benzene). Conditions: time 5 minute. Yields the product ClCC(=O)OC(C(=O)O)C1=CC=C(C=C1)C(=O)OCC1=CC=C(C=C1)OC (α-chloroacetoxy-4-(p-methoxybenzyloxycarbonyl)phenylacetic acid). RXN SMILES: [OH:1][CH:2]([C:6]1[CH:11]=[CH:10][C:9]([C:12]([O:14][CH2:15][C:16]2[CH:21]=[CH:20][C:19]([O:22][CH3:23])=[CH:18][CH:17]=2)=[O:13])=[CH:8][CH:7]=1)[C:3]([OH:5])=[O:4].[Cl:24][CH2:25][C:26](Cl)=[O:27].C(=O)([O-])O.[Na+]>C(Cl)Cl.C1C=CC=CC=1>[Cl:24][CH2:25][C:26]([O:1][CH:2]([C:6]1[CH:11]=[CH:10][C:9]([C:12]([O:14][CH2:15][C:16]2[CH:17]=[CH:18][C:19]([O:22][CH3:23])=[CH:20][CH:21]=2)=[O:13])=[CH:8][CH:7]=1)[C:3]([OH:5])=[O:4])=[O:27] |f:2.3|. Reported procedure: 1.58 g(5 m mol) of DL-α-hydroxy-4-(p-methoxybenzyloxycarbonyl)phenylacetic acid were suspended in 10 ml of anhydrous methylene chloride and ice-cooled. To this suspension were added dropwise 5 ml of anhydrous methylene chloride solution containing 0.68 g(6 m mol) of chloroacetyl chloride with stirring over the course of 5 minutes. Then the temperature of the solution was raised slowly to ambient temperature, and the solution was stirred for 30 minutes to give a clear solution, The reaction mixtu... Starting materials: C(C1=CC=CC=C1)N1CCCC2=CC=CC=C12 (1-benzyl-1,2,3,4-tetrahydroquinoline), O=P(Cl)(Cl)Cl (POCl3), CN(C)C=O (DMF). The product is C(C1=CC=CC=C1)N1CCCC2=CC(=CC=C12)C=O (1-benzyl-1,2,3,4-tetrahydroquinoline-6-carbaldehyde). Reaction SMILES: [CH2:1]([N:8]1[C:17]2[C:12](=[CH:13][CH:14]=[CH:15][CH:16]=2)[CH2:11][CH2:10][CH2:9]1)[C:2]1[CH:7]=[CH:6][CH:5]=[CH:4][CH:3]=1.O=P(Cl)(Cl)Cl.CN([CH:26]=[O:27])C>>[CH2:1]([N:8]1[C:17]2[C:12](=[CH:13][C:14]([CH:26]=[O:27])=[CH:15][CH:16]=2)[CH2:11][CH2:10][CH2:9]1)[C:2]1[CH:3]=[CH:4][CH:5]=[CH:6][CH:7]=1. Reported procedure: The procedure was carried out as described previously in step (a) of Example 5 with Compound 5 (0.42 g, 1.88 mmol), POCl3 (355 μL, 3.76 mmol), and DMF (3.5 mL). Compound 6 was obtained (0.36 g) as a viscous liquid and used without any further purification. The structure of Compound 6 is given below: Starting materials: C(C)(=O)OC(C(C)=O)C(C(C)C)=O (3-acetoxy-5-methyl-2,4-hexanedione), C(C)(=O)O.NC(=N)N (guanidine acetate). Solvent: CN(C=O)C (dimethylformamide). Reaction conditions: temperature 100 celsius. The product is C(C)(=O)OC=1C(=NC(=NC1C)N)C(C)C (5-acetoxy-2-amino4-isopropyl-6-methylpyrimidine). Isolated yield 30.1%. As a reaction SMILES: [C:1]([O:4][CH:5]([C:9](=O)[CH:10]([CH3:12])[CH3:11])[C:6](=O)[CH3:7])(=[O:3])[CH3:2].C(O)(=O)C.[NH2:18][C:19]([NH2:21])=[NH:20]>CN(C)C=O>[C:1]([O:4][C:5]1[C:9]([CH:10]([CH3:12])[CH3:11])=[N:18][C:19]([NH2:21])=[N:20][C:6]=1[CH3:7])(=[O:3])[CH3:2] |f:1.2|. Reported procedure: A mixture of 3-acetoxy-5-methyl-2,4-hexanedione (5 g, 27 mmol) and guanidine acetate (6.4 g, 54 mmol) in 100 ml dimethylformamide (DMF) was heated at 100° C. for 3 hours. After cooling, the concentrated reaction was filtered through a pad of silica gel using an eluent consisting of equal volume parts of hexane and ethylacetate. The filtrate was concentrated and the residue was treated with excess acetic anhydride in the presence of triethylamine. The reaction mixture was concentrated and the res...